Dataset: the Open Reaction Database (ORD), a public repository of structured organic reaction records. Task: describe an organic reaction: reactants, conditions, products, and yield Reaction SMILES: [I-].[Cl:2][C:3]1[CH:19]=[CH:18][C:6]2[S:7][C:8](=[N+:10](C)[C:11]3[CH:16]=CC=CC=3)[S:9][C:5]=2[CH:4]=1.NCC[N:23]1[CH2:28][CH2:27][CH2:26][CH2:25][CH2:24]1.C(=O)([O-])[O-].[Na+].[Na+].O>CN(C)C=O>[Cl:2][C:3]1[CH:19]=[CH:18][C:6]2[S:7][C:8](=[N:10][CH2:11][CH2:16][N:23]3[CH2:28][CH2:27][CH2:26][CH2:25][CH2:24]3)[S:9][C:5]=2[CH:4]=1 |f:0.1,3.4.5|. Solvent: CN(C=O)C (dimethylformamide). Procedure: A solution of 5-chloro-N-methyl-N-phenyl-1,3-benzodithiol-2-iminium iodide (8.39g), N-(2-aminoethyl)piperidine (2.56g) and anhydrous sodium carbonate (1.06g) in 200 ml of anhydrous dimethylformamide is heated at 120° C under a nitrogen atmosphere for 3 hours. The reaction mixture is poured into 1000 ml of water and extracted with three 300 ml portions of dichloromethane. The combined organic extracts are washed with two 500 ml portions of water, dried over anhydrous sodium sulfate, and concentra... The product is 4g, ClC1=CC2=C(SC(S2)=NCCN2CCCCC2)C=C1 (N-(5-Chloro-1,3-benzodithiol-2-ylidene)-1-piperidineethanamine). Reactants: O (water), [I-].ClC1=CC2=C(SC(S2)=[N+](C2=CC=CC=C2)C)C=C1 (5-chloro-N-methyl-N-phenyl-1,3-benzodithiol-2-iminium iodide), NCCN1CCCCC1 (N-(2-aminoethyl)piperidine), C([O-])([O-])=O.[Na+].[Na+] (sodium carbonate). The reactants are IC1=CC=C(C(=O)OCCCC)C=C1 (butyl 4-iodobenzoate), FC(C1=CC=C(C=C1)B(O)O)(F)F (4-trifluoromethylbenzene boronic acid), C([O-])([O-])=O.[K+].[K+] (potassium carbonate), C1(=CC=CC=C1)C (toluene). Reagents/catalysts: C=1C=CC(=CC1)[P](C=2C=CC=CC2)(C=3C=CC=CC3)[Pd]([P](C=4C=CC=CC4)(C=5C=CC=CC5)C=6C=CC=CC6)([P](C=7C=CC=CC7)(C=8C=CC=CC8)C=9C=CC=CC9)[P](C=1C=CC=CC1)(C=1C=CC=CC1)C=1C=CC=CC1 (Tetrakis(triphenylphosphine)palladium(0)). Run in O (water). Yields the product FC(C1=CC=C(C=C1)C1=CC=C(C=C1)C(=O)OCCCC)(F)F (butyl 4′-(trifluoromethyl)biphenyl-4-carboxylate). As a reaction SMILES: I[C:2]1[CH:14]=[CH:13][C:5]([C:6]([O:8][CH2:9][CH2:10][CH2:11][CH3:12])=[O:7])=[CH:4][CH:3]=1.[F:15][C:16]([F:27])([F:26])[C:17]1[CH:22]=[CH:21][C:20](B(O)O)=[CH:19][CH:18]=1.C(=O)([O-])[O-].[K+].[K+].C1(C)C=CC=CC=1>C1C=CC([P]([Pd]([P](C2C=CC=CC=2)(C2C=CC=CC=2)C2C=CC=CC=2)([P](C2C=CC=CC=2)(C2C=CC=CC=2)C2C=CC=CC=2)[P](C2C=CC=CC=2)(C2C=CC=CC=2)C2C=CC=CC=2)(C2C=CC=CC=2)C2C=CC=CC=2)=CC=1.O>[F:15][C:16]([F:27])([F:26])[C:17]1[CH:22]=[CH:21][C:20]([C:2]2[CH:14]=[CH:13][C:5]([C:6]([O:8][CH2:9][CH2:10][CH2:11][CH3:12])=[O:7])=[CH:4][CH:3]=2)=[CH:19][CH:18]=1 |f:2.3.4,^1:44,46,65,84|. Reported procedure: A mixture of butyl 4-iodobenzoate (3.5 g, 11 mmol), 4-trifluoromethylbenzene boronic acid (2.30 g, 12 mmol), potassium carbonate (4.77 g, 35 mmol), toluene (40 mL), and water (20 mL) was deaerated by sparging with nitrogen for 10 min. Tetrakis(triphenylphosphine)palladium(0) (0.27 g, 0.23 mmol) was added, and the mixture was heated at reflux for 3 h and then cooled to ambient. The organic layer was separated, washed with brine, dried (MgSO4), passed through short column of silica gel, and concen... Reactants: CCOCC(=O)OC(CC)C(C)C1OC1CC(C)C=CC=C(C)C1OC(=O)C(O[SiH](C)C)C(C(C)(C)C)CCC(C)(O)C(OC(C)=O)C=CC1C, CCOC(C)=O, C=COCC, ClCCl, Cc1ccc(S(=O)(=O)[O-])cc1, c1cc[nH+]cc1. Product: CCOCC(=O)OC(CC)C(C)C1OC1CC(C)C=CC=C(C)C1OC(=O)C(O[SiH](C)C)C(C(C)(C)C)CCC(C)(OC(C)OCC)C(OC(C)=O)C=CC1C. RXN SMILES: [C:23]([CH3:24])(=[O:25])[O:26][CH:27]1[C:28]([CH3:72])([OH:73])[CH2:29][CH2:30][CH:31]([C:68]([CH3:69])([CH3:70])[CH3:71])[CH:32]([O:64][SiH:65]([CH3:66])[CH3:67])[C:33](=[O:34])[O:35][CH:36]([C:41](=[CH:42][CH:43]=[CH:44][CH:45]([CH2:46][CH:47]2[CH:48]([CH:49]([CH:50]([CH2:51][CH3:52])[O:53][C:54]([CH2:55][O:56][CH2:57][CH3:58])=[O:59])[CH3:60])[O:61]2)[CH3:62])[CH3:63])[CH:37]([CH3:40])[CH:38]=[CH:39]1.[CH3:77][CH2:78][O:79][C:80](=[O:81])[CH3:82].[CH:1](=[CH2:2])[O:3][CH2:4][CH3:5].[Cl:74][CH2:75][Cl:76].[c:6]1([CH3:7])[cH:8][cH:9][c:10]([S:11]([O-:12])(=[O:13])=[O:14])[cH:15][cH:16]1.[nH+:17]1[cH:18][cH:19][cH:20][cH:21][cH:22]1>>[CH:1]([CH3:2])([O:3][CH2:4][CH3:5])[O:73][C:28]1([CH3:72])[CH:27]([O:26][C:23]([CH3:24])=[O:25])[CH:39]=[CH:38][CH:37]([CH3:40])[CH:36]([C:41](=[CH:42][CH:43]=[CH:44][CH:45]([CH2:46][CH:47]2[CH:48]([CH:49]([CH:50]([CH2:51][CH3:52])[O:53][C:54]([CH2:55][O:56][CH2:57][CH3:58])=[O:59])[CH3:60])[O:61]2)[CH3:62])[CH3:63])[O:35][C:33](=[O:34])[CH:32]([O:64][SiH:65]([CH3:66])[CH3:67])[CH:31]([C:68]([CH3:69])([CH3:70])[CH3:71])[CH2:30][CH2:29]1. Starting materials: C(C)(C)[O-].C(C)(C)[O-].C(C)(C)[O-].[Al+3] (aluminium tri-iso-propanolate), C(C=C)(=O)O (acrylic acid), resultant product. Reaction conditions: temperature 32 celsius. The product is C(C)(C)[O-].C(C)(C)[O-].C(C=C)(=O)[O-].[Al+3] (Aluminium Monoacrylate Di-iso-propanolate). Reaction SMILES: [CH:1]([O-:4])([CH3:3])[CH3:2].[CH:5]([O-:8])([CH3:7])[CH3:6].C([O-])(C)C.[Al+3:13].[C:14]([OH:18])(=[O:17])[CH:15]=[CH2:16]>>[CH:1]([O-:4])([CH3:3])[CH3:2].[CH:5]([O-:8])([CH3:7])[CH3:6].[C:14]([O-:18])(=[O:17])[CH:15]=[CH2:16].[Al+3:13] |f:0.1.2.3,5.6.7.8|. Reported procedure: Into the flask described hereinabove there were placed 204.2 grams of aluminium tri-iso-propanolate to which 72 grams of acrylic acid were added during 8 minutes at room temperature (25° C.). The procedure was as set forth hereinabove. Owing to the reaction heat, the temperature increased to 32° C. The resultant product was a white, solid substance. The rotary evaporator heating then was switched on and gradually heated to 70° C. At the same time the vacuum was gradually adjusted to 24 mbar. The...